From a dataset of the Open Reaction Database (ORD), a public repository of structured organic reaction records. describe an organic reaction: reactants, conditions, products, and yield Reactants: ClC(C)OC(=O)OC(COC(CCCCCCCCCCCCCCC)=O)COC(CCCCCCCCCCCCCCC)=O (2-(1-chloroethoxycarbonyl)-1,3-dipalmitoylglycerol), C(CCCCCCCCCCCCCCCCC)(=O)OC(CO)CO (2-Stearoylglycerol), ClC(=O)OC(C)Cl (1-chloroethyl chloroformate), N1=CC=CC=C1 (pyridine). Run in ClCCl (dichloromethane). Run at time 8 hour. Yields the product ClC(C)OC(=O)OCC(OC(CCCCCCCCCCCCCCCCC)=O)COC(=O)OC(C)Cl (1,3-Di(1-chloroethoxycarbonyl)-2-stearoylglycerol). RXN SMILES: [C:1]([O:20][CH:21]([CH2:24][OH:25])[CH2:22][OH:23])(=[O:19])[CH2:2][CH2:3][CH2:4][CH2:5][CH2:6][CH2:7][CH2:8][CH2:9][CH2:10][CH2:11][CH2:12][CH2:13][CH2:14][CH2:15][CH2:16][CH2:17][CH3:18].N1C=CC=CC=1.Cl[C:33]([O:35][CH:36]([Cl:38])[CH3:37])=[O:34].[Cl:39][CH:40]([O:42][C:43](OC(COC(=O)CCCCCCCCCCCCCCC)COC(=O)CCCCCCCCCCCCCCC)=[O:44])[CH3:41]>ClCCl>[Cl:38][CH:36]([O:35][C:33]([O:25][CH2:24][CH:21]([CH2:22][O:23][C:43]([O:42][CH:40]([Cl:39])[CH3:41])=[O:44])[O:20][C:1](=[O:19])[CH2:2][CH2:3][CH2:4][CH2:5][CH2:6][CH2:7][CH2:8][CH2:9][CH2:10][CH2:11][CH2:12][CH2:13][CH2:14][CH2:15][CH2:16][CH2:17][CH3:18])=[O:34])[CH3:37]. Procedure details: 2-Stearoylglycerol (0.1 g, 0.28 mmol) was dissolved in dichloromethane (5 ml). To this was added anhydrous pyridine (49 mg, 0.62 mmol), followed by 1-chloroethyl chloroformate (89 mg, 0.62 mmol). The reaction mixture was allowed to proceed at ambient temperature overnight and worked up as described for 2-(1-chloroethoxycarbonyl)-1,3-dipalmitoylglycerol (Example 1c). The product was purified by recrystallization from ethanol. Reactants: C1(=CC=CC=C1)[C@@]1(N(C(N(C1=O)[C@H](C(=O)[O-])CC(C)C)=O)CC1=CC=CC=C1)C ((S)-2-((S)-4-Phenyl-3-benzyl-4-methyl-2,5-dioxoimidazolidin-1-yl)-2-(2-methylpropyl)acetate), N[C@@H](CC(=O)OC(C)(C)C)C1=C(C=C(C=C1)OC)OC (tert-butyl (S)-3-amino-3-(2,4-dimethoxyphenyl)propionate), tert-butyl ester, FC(C(=O)O)(F)F (trifluoroacetic acid). Product: C1(=CC=CC=C1)[C@@]1(N(C(N(C1=O)[C@H](C(=O)N[C@@H](CC(=O)O)C1=C(C=C(C=C1)OC)OC)CC(C)C)=O)CC1=CC=CC=C1)C ((S)-3-((S)-2-((S)-4-Phenyl-3-benzyl-4-methyl-2,5-dioxoimidazolidin-1-yl)-2-(2-methylpropyl)acetylamino)-3-(2,4-dimethoxyphenyl)propionic acid). As a reaction SMILES: [C:1]1([C@@:7]2([CH3:29])[C:11](=[O:12])[N:10]([C@@H:13]([CH2:17][CH:18]([CH3:20])[CH3:19])[C:14]([O-])=[O:15])[C:9](=[O:21])[N:8]2[CH2:22][C:23]2[CH:28]=[CH:27][CH:26]=[CH:25][CH:24]=2)[CH:6]=[CH:5][CH:4]=[CH:3][CH:2]=1.[NH2:30][C@H:31]([C:40]1[CH:45]=[CH:44][C:43]([O:46][CH3:47])=[CH:42][C:41]=1[O:48][CH3:49])[CH2:32][C:33]([O:35]C(C)(C)C)=[O:34].FC(F)(F)C(O)=O>>[C:1]1([C@@:7]2([CH3:29])[C:11](=[O:12])[N:10]([C@@H:13]([CH2:17][CH:18]([CH3:19])[CH3:20])[C:14]([NH:30][C@H:31]([C:40]3[CH:45]=[CH:44][C:43]([O:46][CH3:47])=[CH:42][C:41]=3[O:48][CH3:49])[CH2:32][C:33]([OH:35])=[O:34])=[O:15])[C:9](=[O:21])[N:8]2[CH2:22][C:23]2[CH:28]=[CH:27][CH:26]=[CH:25][CH:24]=2)[CH:6]=[CH:5][CH:4]=[CH:3][CH:2]=1. Reported procedure: (by reaction of 169.5 with tert-butyl (S)-3-amino-3-(2,4-dimethoxyphenyl)propionate and subsequent cleavage of the tert-butyl ester with trifluoroacetic acid) Run at time 45 minute. Reaction SMILES: Cl.[F:2][C@@:3]12[C@:16]3([CH3:17])[C:11](=[CH:12][C:13](=[O:18])[CH:14]=[CH:15]3)[C@@H:10]([F:19])[CH2:9][C@H:8]1[C@@H:7]1[CH2:20][C@@H:21]3[C@:25]([C:26](=[O:32])[CH2:27][O:28][C:29](=[O:31])[CH3:30])([C@@:6]1([CH3:33])[CH2:5][C@@H:4]2[OH:34])[CH2:24][NH:23][CH2:22]3.FC(F)(F)S(O[C:41]1[CH:46]=[CH:45][CH:44]=[CH:43][C:42]=1[Si](C)(C)C)(=O)=O.[F-].[Cs+]>C(#N)C.O>[F:2][C@@:3]12[C@:16]3([CH3:17])[C:11](=[CH:12][C:13](=[O:18])[CH:14]=[CH:15]3)[C@@H:10]([F:19])[CH2:9][C@H:8]1[C@@H:7]1[CH2:20][C@@H:21]3[C@:25]([C:26](=[O:32])[CH2:27][O:28][C:29](=[O:31])[CH3:30])([C@@:6]1([CH3:33])[CH2:5][C@@H:4]2[OH:34])[CH2:24][N:23]([C:41]1[CH:46]=[CH:45][CH:44]=[CH:43][CH:42]=1)[CH2:22]3 |f:0.1,3.4|. Procedure details: In a nitrogen atmosphere compound 20 (150 mg, 0.300 mmol) is suspended in Acetonitrile (4 ml). 2-(trimethylsilyl)phenyl trifluoromethanesulfonate (0.146 ml, 0.600 mmol) and CsF (182 mg, 1.200 mmol) are added and the mixture is stirred for 45 minutes at RT. Additional CsF (137 mg, 0.900 mmol) (not dried) is added and the mixture is stirred for 5 hours then it is poured in water. Acetonitrile is evaporated and the reaction mixture is partitioned between water and AcOEt. The organic layer is separa... The reactants are Cl.F[C@@]12[C@H](C[C@]3([C@H]([C@@H]2C[C@@H](C2=CC(C=C[C@]12C)=O)F)C[C@H]1CNC[C@]13C(COC(C)=O)=O)C)O (Acetic acid 2-((4aS,4bR,5S,6aS,6bS,9aR,10aS,10bS,12S)-4b,12-difluoro-5-hydroxy-4a,6a-dimethyl-2-oxo-2,4b,5,6,6a,7,8,9,9a,10,10a,10b,11,12-tetradecahydro-4aH-8-aza-pentaleno[2,1-a]phenanthren-6b-yl)-2-oxo-ethyl ester hydrochloride), [F-].[Cs+] (CsF), FC(S(=O)(=O)OC1=C(C=CC=C1)[Si](C)(C)C)(F)F (2-(trimethylsilyl)phenyl trifluoromethanesulfonate), [F-].[Cs+] (CsF). The solvent is C(C)#N (Acetonitrile), O (water). Product: F[C@@]12[C@H](C[C@]3([C@H]([C@@H]2C[C@@H](C2=CC(C=C[C@]12C)=O)F)C[C@H]1CN(C[C@]13C(COC(C)=O)=O)C1=CC=CC=C1)C)O (Acetic acid 2-((4aS,4bR,5S,6aS,6bS,9aR,10aS,10bS,12S)-4b,12-difluoro-5-hydroxy-4a,6a-dimethyl-2-oxo-8-phenyl-2,4b,5,6,6a,7,8,9,9a,10,10a,10b,11,12-tetradecahydro-4aH-8-aza-pentaleno[2,1-a]phenanthren-6b-yl)-2-oxo-ethyl ester). Isolated yield 30.3%.